Dataset: the Open Reaction Database (ORD), a public repository of structured organic reaction records. Task: describe an organic reaction: reactants, conditions, products, and yield Starting materials: ON=C(C1=CN=CC=C1)N (N′-hydroxynicotinimidamide), CC=1N=CC(=NC1)C(=O)O (5-methylpyrazine-2-carboxylic acid), N (NH3). Yields the product CC=1N=CC(=NC1)C1=NC(=NO1)C=1C=NC=CC1 (5-(5-methylpyrazin-2-yl)-3-(pyridin-3-yl)-1,2,4-oxadiazole). As a reaction SMILES: [OH:1][N:2]=[C:3]([NH2:10])[C:4]1[CH:9]=[CH:8][CH:7]=[N:6][CH:5]=1.[CH3:11][C:12]1[N:13]=[CH:14][C:15]([C:18](O)=O)=[N:16][CH:17]=1.N>>[CH3:11][C:12]1[N:13]=[CH:14][C:15]([C:18]2[O:1][N:2]=[C:3]([C:4]3[CH:5]=[N:6][CH:7]=[CH:8][CH:9]=3)[N:10]=2)=[N:16][CH:17]=1. Reported procedure: The title compound was prepared according to the procedure of Example 8 using N′-hydroxynicotinimidamide (Aldrich) and 5-methylpyrazine-2-carboxylic acid (Aldrich). 1H NMR (300 MHz, CD3OD) δ 2.71 (s, 3 H), 7.66 (ddd, J=8.0, 5.1, 0.8 Hz, 1 H), 8.59 (dt, J=7.9, 1.8 Hz, 1 H), 8.74-8.78 (m, 2 H), 9.33 (dd, J=2.0, 0.8 Hz, 1 H), 9.40 (d, J=1.2 Hz, 1 H) ppm; MS (DCI/NH3) m/z 240 (M+H)+. Starting materials: CN(CCC(=O)OCC(=O)c1ccccc1)C(=O)OC(Cc1ccccc1)C(=O)OCc1ccccc1, CC(=O)O, [Zn]. Yields the product CN(CCC(=O)O)C(=O)OC(Cc1ccccc1)C(=O)OCc1ccccc1. Reaction SMILES: [CH3:1][N:2]([CH2:3][CH2:4][C:5](=[O:6])[O:7][CH2:8][C:9]([c:10]1[cH:11][cH:12][cH:13][cH:14][cH:15]1)=[O:16])[C:17](=[O:18])[O:19][CH:20]([C:21](=[O:22])[O:23][CH2:24][c:25]1[cH:26][cH:27][cH:28][cH:29][cH:30]1)[CH2:31][c:32]1[cH:33][cH:34][cH:35][cH:36][cH:37]1.[CH3:38][C:39](=[O:40])[OH:41].[Zn:42]>>[CH3:1][N:2]([CH2:3][CH2:4][C:5](=[O:6])[OH:7])[C:17](=[O:18])[O:19][CH:20]([C:21](=[O:22])[O:23][CH2:24][c:25]1[cH:26][cH:27][cH:28][cH:29][cH:30]1)[CH2:31][c:32]1[cH:33][cH:34][cH:35][cH:36][cH:37]1.